From a dataset of the Open Reaction Database (ORD), a public repository of structured organic reaction records. describe an organic reaction: reactants, conditions, products, and yield The reactants are [NH4+].[OH-] (NH4OH), BrCC(=O)C1=CC=C(C=C1)[N+](=O)[O-] (2-Bromo-1-(4-nitrophenyl)ethanone), C1(=CC=CC=C1)CC(N)=S (2-phenylethanethioamide), O (Water), Cl (hydrochloric acid). The reagents and catalysts are [Fe] (Iron). The solvent is C(C)O (ethanol), C(C)O (ethanol). Run at temperature 140 celsius. The product is C(C1=CC=CC=C1)C=1SC=C(N1)C1=CC=C(N)C=C1 (4-(2-benzylthiazol-4-yl)aniline). Reaction SMILES: Br[CH2:2][C:3]([C:5]1[CH:10]=[CH:9][C:8]([N+:11]([O-])=O)=[CH:7][CH:6]=1)=O.[C:14]1([CH2:20][C:21](=[S:23])[NH2:22])[CH:19]=[CH:18][CH:17]=[CH:16][CH:15]=1.O.Cl.[NH4+].[OH-]>C(O)C.[Fe]>[CH2:20]([C:21]1[S:23][CH:2]=[C:3]([C:5]2[CH:10]=[CH:9][C:8]([NH2:11])=[CH:7][CH:6]=2)[N:22]=1)[C:14]1[CH:19]=[CH:18][CH:17]=[CH:16][CH:15]=1 |f:4.5|. Procedure: 2-Bromo-1-(4-nitrophenyl)ethanone (0.5 g, 2.049 mmol) and 2-phenylethanethioamide (0.310 g, 2.049 mmol) were combined in ethanol (10 ml) in a 20 mL microwave reaction vessel and heated at 140° C. for 15 minutes. The solution was transferred to a 250 mL round bottom flask where it immediately solidified. The material was diluted with an additional ethanol (10 ml) and was heated at reflux with stirring until the solids were dissolved. Water (5.0 ml, 278 mmol), and hydrochloric acid (1 ml, 12.00 mm... Product: C(C)(C)(C)OC(=O)NC1=C(C(=O)NCC(=O)NCC2CCNCC2)C=C(C(=C1)F)F (4-[{N-(2-(tert-butoxycarbonylamino)-4,5-difluorobenzoyl)glycyl}aminomethyl]piperidine). Conditions: time 3 hour. Procedure details: To a mixture of 1-(3-amino-4-hydroxybenzyl)-4-[{N-(2-(tert-butoxycarbonylamino)-4,5-difluorobenzoyl)glycyl}aminomethyl]piperidine (27 mg, 0.049 mmol), (piperidinomethyl)polystyrene (2.7 mmol/g, 60 mg, 0.15 mmol) and dichloromethane (2 mL) was added acetic anhydride (0.12 mmol) in dichloromethane (0.12 mL). The reaction mixture was stirred at room temperature for 3 h. The mixture was loaded onto Varian™ SCX column, and washed with CH3OH. Product was eluted off using 2 N NH3 in CH3OH and concentra... Starting materials: NC=1C=C(CN2CCC(CC2)CNC(CNC(C2=C(C=C(C(=C2)F)F)NC(=O)OC(C)(C)C)=O)=O)C=CC1O (1-(3-amino-4-hydroxybenzyl)-4-[{N-(2-(tert-butoxycarbonylamino)-4,5-difluorobenzoyl)glycyl}aminomethyl]piperidine), C1CCNCC1 ((piperidinomethyl)polystyrene), C(C)(=O)OC(C)=O (acetic anhydride). Isolated yield 143.6%. The solvent is ClCCl (dichloromethane), ClCCl (dichloromethane). Reaction SMILES: NC1C=C(C=CC=1O)C[N:6]1[CH2:11][CH2:10][CH:9]([CH2:12][NH:13][C:14](=[O:35])[CH2:15][NH:16][C:17](=[O:34])[C:18]2[CH:23]=[C:22]([F:24])[C:21]([F:25])=[CH:20][C:19]=2[NH:26][C:27]([O:29][C:30]([CH3:33])([CH3:32])[CH3:31])=[O:28])[CH2:8][CH2:7]1.C1CCNCC1.C(OC(=O)C)(=O)C>ClCCl>[C:30]([O:29][C:27]([NH:26][C:19]1[CH:20]=[C:21]([F:25])[C:22]([F:24])=[CH:23][C:18]=1[C:17]([NH:16][CH2:15][C:14]([NH:13][CH2:12][CH:9]1[CH2:10][CH2:11][NH:6][CH2:7][CH2:8]1)=[O:35])=[O:34])=[O:28])([CH3:33])([CH3:31])[CH3:32]. Reactants: C(#N)C1=CC=C(C=C1)NC(C(=O)OCC)C1=CC(=CC(=C1)C=C)OC (ethyl (RS)-(4-cyano-phenylamino)-(3-methoxy-5-vinyl-phenyl)-acetate). The reagents and catalysts are [Pd] (Pd-C). The solvent is CCO (EtOH), C1CCOC1 (THF). Conditions: time 1 hour. Yields the product C(#N)C1=CC=C(C=C1)NC(C(=O)OCC)C1=CC(=CC(=C1)OC)CC (ethyl (RS)-(4-cyano-phenylamino)-(3-ethyl-5-methoxy-phenyl)-acetate). Isolated yield 99.8%. Reaction SMILES: [C:1]([C:3]1[CH:8]=[CH:7][C:6]([NH:9][CH:10]([C:16]2[CH:21]=[C:20]([CH:22]=[CH2:23])[CH:19]=[C:18]([O:24][CH3:25])[CH:17]=2)[C:11]([O:13][CH2:14][CH3:15])=[O:12])=[CH:5][CH:4]=1)#[N:2]>CCO.C1COCC1.[Pd]>[C:1]([C:3]1[CH:8]=[CH:7][C:6]([NH:9][CH:10]([C:16]2[CH:17]=[C:18]([O:24][CH3:25])[CH:19]=[C:20]([CH2:22][CH3:23])[CH:21]=2)[C:11]([O:13][CH2:14][CH3:15])=[O:12])=[CH:5][CH:4]=1)#[N:2]. Reported procedure: Pd-C (10%, 236 mg, 0.22 mmol) was added a solution of the ethyl (RS)-(4-cyano-phenylamino)-(3-methoxy-5-vinyl-phenyl)-acetate (1.495 g, 4.44 mmol) obtained in Example 198.3 in EtOH (40 ml) and THF (4 ml) and the mixture was hydrogenated for 1 h. at room temperature. The reaction mixture was filtered, the filtrate was concentrated and the residue was purified by filtration over SiO2 (eluent: AcOEt/hexane 1:1). There were obtained 1.5 g (99%) of ethyl (RS)-(4-cyano-phenylamino)-(3-ethyl-5-methoxy-... Starting materials: OC1=NC(=CC(=N1)S)C (2-hydroxy-4-mercapto-6-methylpyrimidine), O.NN (Hydrazine monohydrate). Solvent: C(C)O (ethanol). Product: N(N)C1=NC(=NC(=C1)C)O (4-hydrazino-2-hydroxy-6-methylpyrimidine). Isolated yield 87.9%. Reaction SMILES: [OH:1][C:2]1[N:7]=[C:6](S)[CH:5]=[C:4]([CH3:9])[N:3]=1.O.[NH2:11][NH2:12]>C(O)C>[NH:11]([C:6]1[CH:5]=[C:4]([CH3:9])[N:3]=[C:2]([OH:1])[N:7]=1)[NH2:12] |f:1.2|. Reported procedure: The product obtained in Step 1 (3.0 g) was suspended in 30 ml of ethanol at room temperature. Hydrazine monohydrate (3.17 g) was added dropwise to this suspension and the mixture was refluxed for two hours. After cooling to room temperature, the formed crystals were collected by filtration and washed with 20 ml of ethanol, giving 2.6 g of the objective compound as red crystals. Reactants: [N+](=O)([O-])C=1C=CC2=C(C(=NCC(N2)=S)C2=C(C=CC=C2)Cl)C1 (1,3-dihydro-7-nitro-5-(o-chlorophenyl)-2H-1,4-benzodiazepine-2-thione), OCC(=O)NN (hydroxyacetic acid hydrazide). Solvent: C(CCC)O (n-butylalcohol). Yields the product [N+](=O)([O-])C=1C=CC2=C(C(=NCC=3N2C(=NN3)CO)C3=C(C=CC=C3)Cl)C1 (8-nitro-1-(hydroxymethyl)-6-(o-chlorophenyl)-4H-s-triazolo[4,3-a][1,4]benzodiazepine). As a reaction SMILES: [N+:1]([C:4]1[CH:5]=[CH:6][C:7]2[NH:13][C:12](=S)[CH2:11][N:10]=[C:9]([C:15]3[CH:20]=[CH:19][CH:18]=[CH:17][C:16]=3[Cl:21])[C:8]=2[CH:22]=1)([O-:3])=[O:2].[OH:23][CH2:24][C:25]([NH:27][NH2:28])=O>C(O)CCC>[N+:1]([C:4]1[CH:5]=[CH:6][C:7]2[N:13]3[C:25]([CH2:24][OH:23])=[N:27][N:28]=[C:12]3[CH2:11][N:10]=[C:9]([C:15]3[CH:20]=[CH:19][CH:18]=[CH:17][C:16]=3[Cl:21])[C:8]=2[CH:22]=1)([O-:3])=[O:2]. Procedure details: In the manner given in Example 11, a solution of 1,3-dihydro-7-nitro-5-(o-chlorophenyl)-2H-1,4-benzodiazepine-2-thione and hydroxyacetic acid hydrazide in n-butylalcohol was refluxed to give 8-nitro-1-(hydroxymethyl)-6-(o-chlorophenyl)-4H-s-triazolo[4,3-a][1,4]benzodiazepine. Starting materials: C1CCOC1, CCC(O)CC, CCN(C(C)C)C(C)C, COc1c(Cl)ncnc1OC1CCNCC1, Cl, O=C(n1ccnc1)n1ccnc1. The product is CCC(CC)OC(=O)N1CCC(Oc2ncnc(Cl)c2OC)CC1. RXN SMILES: [CH2:45]1[O:46][CH2:47][CH2:48][CH2:49]1.[CH3:1][CH2:2][CH:3]([CH2:4][CH3:5])[OH:6].[CH:19]([N:20]([CH2:21][CH3:22])[CH:23]([CH3:24])[CH3:25])([CH3:26])[CH3:27].[Cl:28][c:29]1[n:30][cH:31][n:32][c:33]([O:37][CH:38]2[CH2:39][CH2:40][NH:41][CH2:42][CH2:43]2)[c:34]1[O:35][CH3:36].[ClH:44].[n:7]1([C:12]([n:8]2[cH:9][cH:10][n:11][cH:14]2)=[O:13])[cH:15][cH:16][n:17][cH:18]1>>[CH3:1][CH2:2][CH:3]([CH2:4][CH3:5])[O:6][C:12](=[O:13])[N:41]1[CH2:40][CH2:39][CH:38]([O:37][c:33]2[n:32][cH:31][n:30][c:29]([Cl:28])[c:34]2[O:35][CH3:36])[CH2:43][CH2:42]1. The reactants are CCOC(=O)C(C)Br, O=C([O-])[O-], CC(C)=O, [K+], [K+], O=[N+]([O-])c1ccccc1Oc1cccc(O)c1. Yields the product CCOC(=O)C(C)Oc1cccc(Oc2ccccc2[N+](=O)[O-])c1. RXN SMILES: [Br:18][CH:19]([C:20](=[O:21])[O:22][CH2:23][CH3:24])[CH3:25].[C:26](=[O:27])([O-:28])[O-:29].[CH3:32][C:33](=[O:34])[CH3:35].[K+:30].[K+:31].[N+:1](=[O:2])([O-:3])[c:4]1[c:5]([O:6][c:7]2[cH:8][c:9]([OH:13])[cH:10][cH:11][cH:12]2)[cH:14][cH:15][cH:16][cH:17]1>>[N+:1](=[O:2])([O-:3])[c:4]1[c:5]([O:6][c:7]2[cH:8][c:9]([O:13][CH:19]([C:20](=[O:21])[O:22][CH2:23][CH3:24])[CH3:25])[cH:10][cH:11][cH:12]2)[cH:14][cH:15][cH:16][cH:17]1.